This data is from the Open Reaction Database (ORD), a public repository of structured organic reaction records. The task is: describe an organic reaction: reactants, conditions, products, and yield The reactants are C(CC)C1CCC(CC1)C(CO)CO (2-(4'-propylcyclohexyl)propane-1,3-diol), BrC1=C(C=C(C=O)C=C1)F (4-bromo-3-fluorobenzaldehyde), O (water). Reagents/catalysts: CC=1C=CC(=CC1)S(=O)(=O)O (TsOH). Solvent: ClCCl (dichloromethane). Yields the product BrC1=C(C=C(C=C1)C1OCC(CO1)[C@@H]1CC[C@H](CC1)CCC)F (2-(4'-bromo-3'-fluorophenyl)-5-(trans-4'-propylcyclohexyl)-1,3-dioxane). Isolated yield 80.0%. Reaction SMILES: [CH2:1]([CH:4]1[CH2:9][CH2:8][CH:7]([CH:10]([CH2:13][OH:14])[CH2:11][OH:12])[CH2:6][CH2:5]1)[CH2:2][CH3:3].[Br:15][C:16]1[CH:23]=[CH:22][C:19]([CH:20]=O)=[CH:18][C:17]=1[F:24].O>ClCCl.CC1C=CC(S(O)(=O)=O)=CC=1>[Br:15][C:16]1[CH:23]=[CH:22][C:19]([CH:20]2[O:12][CH2:11][CH:10]([C@H:7]3[CH2:8][CH2:9][C@H:4]([CH2:1][CH2:2][CH3:3])[CH2:5][CH2:6]3)[CH2:13][O:14]2)=[CH:18][C:17]=1[F:24]. Procedure: A solution of 4.0 g (0.02 mol) of 2-(4'-propylcyclohexyl)propane-1,3-diol, 5.1 g (0.025 mol) of 4-bromo-3-fluorobenzaldehyde, and 0.2 g of TsOH in 100 cm3 of dichloromethane was refluxed over a hot water bath fitted with a Dean-Stark trap for 3 hours and the water formed was continuously removed from the reaction system. The resulting solution was washed with water and dichloromethane was distilled off. The residue was recrystallized from acetone to yield 6.2 g (0.016 mol) of 2-(4'-bromo-3'-fluo...